Dataset: the Open Reaction Database (ORD), a public repository of structured organic reaction records. Task: describe an organic reaction: reactants, conditions, products, and yield Reactants: COC(=O)C1CCN(S(=O)(=O)c2ccc3c(c2)nc(C(C)(C)C)n3CC2CCOCC2)CC1, [Na+], [OH-], O. Product: CC(C)(C)c1nc2cc(S(=O)(=O)N3CCC(C(=O)O)CC3)ccc2n1CC1CCOCC1. RXN SMILES: [C:3]([CH3:4])([CH3:5])([CH3:6])[c:7]1[n:8][c:9]2[c:10]([n:11]1[CH2:12][CH:13]1[CH2:14][CH2:15][O:16][CH2:17][CH2:18]1)[cH:19][cH:20][c:21]([S:23](=[O:24])(=[O:25])[N:26]1[CH2:27][CH2:28][CH:29]([C:32](=[O:33])[O:34][CH3:35])[CH2:30][CH2:31]1)[cH:22]2.[Na+:2].[OH-:1].[OH2:36]>>[C:3]([CH3:4])([CH3:5])([CH3:6])[c:7]1[n:8][c:9]2[c:10]([n:11]1[CH2:12][CH:13]1[CH2:14][CH2:15][O:16][CH2:17][CH2:18]1)[cH:19][cH:20][c:21]([S:23](=[O:24])(=[O:25])[N:26]1[CH2:27][CH2:28][CH:29]([C:32](=[O:33])[OH:34])[CH2:30][CH2:31]1)[cH:22]2. The reactants are BrC1=NC=C(C(=C1)B(O)O)OC (2-bromo-5-methoxypyridine-4-boronic acid), N(=NC(=O)OC(C)(C)C)C(=O)OC(C)(C)C (di-tert-butyl azodicarboxylate). The reagents and catalysts are C(C)(=O)[O-].[Cu+2].C(C)(=O)[O-] (copper(II) acetate). The solvent is CO (MeOH). Reaction conditions: temperature 50 celsius, time 20 hour. The product is CC(C)(C)OC(=O)N(NC(=O)OC(C)(C)C)C1=CC(=NC=C1OC)Br (1-(2-Bromo-5-methoxy-pyridin-4-yl)-1,2-hydrazinedicarboxylic acid 1,2-bis(1,1-dimethylethyl)ester). Isolated yield 11.8%. RXN SMILES: [Br:1][C:2]1[CH:7]=[C:6](B(O)O)[C:5]([O:11][CH3:12])=[CH:4][N:3]=1.[N:13]([C:22]([O:24][C:25]([CH3:28])([CH3:27])[CH3:26])=[O:23])=[N:14][C:15]([O:17][C:18]([CH3:21])([CH3:20])[CH3:19])=[O:16]>CO.C([O-])(=O)C.[Cu+2].C([O-])(=O)C>[CH3:28][C:25]([O:24][C:22]([N:13]([C:6]1[C:5]([O:11][CH3:12])=[CH:4][N:3]=[C:2]([Br:1])[CH:7]=1)[NH:14][C:15]([O:17][C:18]([CH3:21])([CH3:20])[CH3:19])=[O:16])=[O:23])([CH3:26])[CH3:27] |f:3.4.5|. Procedure details: A mixture of 2-bromo-5-methoxypyridine-4-boronic acid (10 g, 43.1 mmol), di-tert-butyl azodicarboxylate (9.93 g, 43.1 mmol), and copper(II) acetate (7.48 mg, 0.041 mmol) in MeOH (150 mL) was stirred 20 h at 50° C., filtered, concentrated, diluted with brine (100 mL), and extracted with EtOAc. The organic layers were combined, washed with brine, dried (Na2SO4), and concentrated. The residue was purified by silica gel column chromatography (hexane/EtOAc, 95:5→3:1) to provide 2.13 g of the title co... Starting materials: C(C)(C)(C)OC(=O)N1C[C@H](CC1)C(CC(C)C)OC=1C(=NC(=CC1)OCC)C ((3S)-3-[1-(6-ethoxy-2-methyl-3-pyridyloxy)-3-methyl-butyl]-pyrrolidine-1-carboxylic acid tert-butyl ester), Cl (HCl). The product is C(C)OC1=CC=C(C(=N1)C)OC(CC(C)C)[C@@H]1CNCC1 ((3S)-3-[1-(6-ethoxy-2-methyl-3-pyridyloxy)-3-methyl-butyl]-pyrrolidine). Isolated yield 21.0%. Reaction SMILES: C(OC([N:8]1[CH2:12][CH2:11][C@H:10]([CH:13]([O:18][C:19]2[C:20]([CH3:28])=[N:21][C:22]([O:25][CH2:26][CH3:27])=[CH:23][CH:24]=2)[CH2:14][CH:15]([CH3:17])[CH3:16])[CH2:9]1)=O)(C)(C)C.Cl>>[CH2:26]([O:25][C:22]1[N:21]=[C:20]([CH3:28])[C:19]([O:18][CH:13]([C@H:10]2[CH2:11][CH2:12][NH:8][CH2:9]2)[CH2:14][CH:15]([CH3:16])[CH3:17])=[CH:24][CH:23]=1)[CH3:27]. Reported procedure: Stir a mixture of (3S)-3-[1-(6-ethoxy-2-methyl-3-pyridyloxy)-3-methyl-butyl]-pyrrolidine-1-carboxylic acid tert-butyl ester (S-2) and aqueous HCl (4N in dioxane, 0.261 mL, 1.04 mmol) at room temperature for 1 hour. After full conversion, concentrate the mixture, dissolve the residue in chloromethane and load onto a pre-packed SCX column. Wash the column with dichloromethane followed by methanol. Release the product with 2M NH3 in methanol and concentrate under reduced pressure. Purify the crude ... Starting materials: COc1ccc(C(C)=O)cc1C=CC(=O)O, O=Cc1ccccc1, [Na+], [OH-]. Yields the product COc1ccc(C(=O)C=Cc2ccccc2)cc1C=CC(=O)O. Reaction SMILES: [C:1]([CH3:2])(=[O:3])[c:4]1[cH:5][cH:6][c:7]([O:15][CH3:16])[c:8]([CH:10]=[CH:11][C:12](=[O:13])[OH:14])[cH:9]1.[CH:17](=[O:18])[c:19]1[cH:20][cH:21][cH:22][cH:23][cH:24]1.[Na+:26].[OH-:25]>>[C:1]([CH:2]=[CH:17][c:19]1[cH:20][cH:21][cH:22][cH:23][cH:24]1)(=[O:3])[c:4]1[cH:5][cH:6][c:7]([O:15][CH3:16])[c:8]([CH:10]=[CH:11][C:12](=[O:13])[OH:14])[cH:9]1. The reactants are C(C)OC(C)OC1CC(=O)OC(C(/C=C/C(C(CC1)(C)OC(C)OCC)O)C)\C(=C\C=C\C(CC1C(C(C(CC)OC(C)OCC)C)O1)(C)OC(C)OCC)\C ((8E,12E,14E)-3,6,16,21-Tetrakis(1-ethoxyethoxy)-7-hydroxy-6,10,12,16,20-pentamethyl-18,19-epoxytricosa-8,12,14-trien-11-olide), N,N-dimethylaminopyridine, C(C1=CC=CC=C1)Cl (benzyl chloride), C(C)(=O)OCC (ethyl acetate). Run in N1=CC=CC=C1 (pyridine). Run at time 12 hour. The product is C(C1=CC=CC=C1)(=O)OC\1C(CCC(CC(=O)OC(C(/C=C1)C)\C(=C\C=C\C(CC1C(C(C(CC)OC(C)OCC)C)O1)(C)OC(C)OCC)\C)OC(C)OCC)(C)OC(C)OCC ((8E,12E,14E)-7-Benzoyloxy-3,6,16,21-tetrakis(1-ethoxyethoxy)-6,10,12,16,20-pentamethyl-18,19-epoxytricosa-8,12,14-trien-11-olide). The yield is 55.0%. RXN SMILES: [CH2:1]([O:3][CH:4]([O:6][CH:7]1[CH2:19][CH2:18][C:17]([O:21][CH:22]([O:24][CH2:25][CH3:26])[CH3:23])([CH3:20])[CH:16]([OH:27])[CH:15]=[CH:14][CH:13]([CH3:28])[CH:12](/[C:29](/[CH3:56])=[CH:30]/[CH:31]=[CH:32]/[C:33]([O:50][CH:51]([O:53][CH2:54][CH3:55])[CH3:52])([CH3:49])[CH2:34][CH:35]2[O:48][CH:36]2[CH:37]([CH3:47])[CH:38]([O:41][CH:42]([O:44][CH2:45][CH3:46])[CH3:43])[CH2:39][CH3:40])[O:11][C:9](=[O:10])[CH2:8]1)[CH3:5])[CH3:2].[CH2:57](Cl)[C:58]1[CH:63]=[CH:62][CH:61]=[CH:60][CH:59]=1.C(OCC)(=[O:67])C>N1C=CC=CC=1>[C:57]([O:27][CH:16]1[C:17]([O:21][CH:22]([O:24][CH2:25][CH3:26])[CH3:23])([CH3:20])[CH2:18][CH2:19][CH:7]([O:6][CH:4]([O:3][CH2:1][CH3:2])[CH3:5])[CH2:8][C:9]([O:11][CH:12](/[C:29](/[CH3:56])=[CH:30]/[CH:31]=[CH:32]/[C:33]([O:50][CH:51]([O:53][CH2:54][CH3:55])[CH3:52])([CH3:49])[CH2:34][CH:35]2[O:48][CH:36]2[CH:37]([CH3:47])[CH:38]([O:41][CH:42]([O:44][CH2:45][CH3:46])[CH3:43])[CH2:39][CH3:40])[CH:13]([CH3:28])[CH:14]=[CH:15]1)=[O:10])(=[O:67])[C:58]1[CH:63]=[CH:62][CH:61]=[CH:60][CH:59]=1. Procedure details: To a solution of (8E,12E,14E)-3,6,16,21-tetrakis(1-ethoxyethoxy)-7-hydroxy-6,10,12,16,20-pentamethyl-18,19-epoxytricosa-8,12,14-trien-11-olide (10 mg, 12.5 μmol) obtained in Example 3-2 in pyridine (0.5 mL) were added N,N-dimethylaminopyridine (8 mg, 62.5 μmol) and benzyl chloride (17.6 mg, 125 μmol) at room temperature, and the reaction mixture was stirred at the same temperature under nitrogen atmosphere for 12 hours. The reaction mixture was diluted with ethyl acetate and washed with a satura... Reactants: BrCCCCl (1-bromo-3-chloropropane), 38.8, C1(=CC=CC=C1)C1=NC2=C(N1)C=CC=C2 (2-phenyl-1H-benzimidazole), C[O-].[Na+] (sodium methoxide). The solvent is CC(C)O (2-propanol). Reaction conditions: temperature 50 celsius. Product: ClCCCN1C(=NC2=C1C=CC=C2)C2=CC=CC=C2 (1-(3-chloropropyl)-2-phenyl-1H-benzimidazole). RXN SMILES: [C:1]1([C:7]2[NH:11][C:10]3[CH:12]=[CH:13][CH:14]=[CH:15][C:9]=3[N:8]=2)[CH:6]=[CH:5][CH:4]=[CH:3][CH:2]=1.C[O-].[Na+].Br[CH2:20][CH2:21][CH2:22][Cl:23]>CC(O)C>[Cl:23][CH2:22][CH2:21][CH2:20][N:11]1[C:10]2[CH:12]=[CH:13][CH:14]=[CH:15][C:9]=2[N:8]=[C:7]1[C:1]1[CH:2]=[CH:3][CH:4]=[CH:5][CH:6]=1 |f:1.2|. Reported procedure: A mixture of 38.8 parts of 2-phenyl-1H-benzimidazole, 44 parts of a sodium methoxide solution 30% and 320 parts of 2-propanol is stirred and heated for 15 minutes at 50° C. After cooling, there are added 47.25 parts of 1-bromo-3-chloropropane. The whole is stirred and refluxed for 3 hours. The reaction mixture is evaporated. The residue is diluted with water and the product is extracted with methylbenzene. The extract is dried, filtered and evaporated, yielding 1-(3-chloropropyl)-2-phenyl-1H-ben... The reactants are C1=CC=CC=2C(C3=CC=CC=C3C(C12)=O)=O (anthraquinone), NC1=C(C=C(C=2C(C3=C(C(=CC(=C3C(C12)=O)O)Br)N)=O)O)Br (1,5-diamino-4,8-dihydroxy-2,6-dibromoanthraquinone). Yields the product NC1=C(C=C(C=2C(C3=C(C(=CC(=C3C(C12)=O)O)Br)N)=O)O)OC1=CC=CC=C1 (1,5-diamino-4,8-dihydroxy-2-phenoxy-6-bromoanthraquinone). RXN SMILES: C1[C:14]2[C:13](=[O:15])[C:12]3[C:7](=CC=CC=3)[C:6](=O)[C:5]=2C=CC=1.[NH2:17][C:18]1[C:31]2[C:30](=[O:32])[C:29]3[C:24](=[C:25]([NH2:35])[C:26]([Br:34])=[CH:27][C:28]=3[OH:33])[C:23](=[O:36])[C:22]=2[C:21]([OH:37])=[CH:20][C:19]=1Br>>[NH2:17][C:18]1[C:31]2[C:30](=[O:32])[C:29]3[C:24](=[C:25]([NH2:35])[C:26]([Br:34])=[CH:27][C:28]=3[OH:33])[C:23](=[O:36])[C:22]=2[C:21]([OH:37])=[CH:20][C:19]=1[O:15][C:13]1[CH:14]=[CH:5][CH:6]=[CH:7][CH:12]=1. Procedure details: When the process according to Example 190a is carried out and, instead of the anthraquinone component mentioned there, 11.7 g of 1,5-diamino-4,8-dihydroxy-2,6-dibromoanthraquinone, compare Example 348a, are used, then 3.8 g, corresponding to 31% of theory, of 1,5-diamino-4,8-dihydroxy-2-phenoxy-6-bromoanthraquinone are obtained. Starting materials: intermediate 17, FC(C(=O)O)(F)F.C1(=CC=CC=C1)C[C@H](N)C=1OC(=NN1)C1=CC=CC=C1 ((1S)-2-phenyl-1-(5-phenyl-1,3,4-oxadiazol-2-yl)ethanamine trifluoroacetic acid salt), FC(C(=O)O)(F)F.C1(=CC=CC=C1)C[C@H](N)C=1OC(=NN1)C1=CC=CC=C1 ((1S)-2-phenyl-1-(5-phenyl-1,3,4-oxadiazol-2-yl)ethanamine trifluoroacetic acid salt), C(C)(C)(C)OC(=O)N([C@@H](C(C)C)C(=O)N[C@@H](C(C)C)C(=O)N(C)[C@H]([C@@H](CC(=O)N1[C@@H](CCC1)[C@@H]([C@@H](C)C(=O)O)OC)OC)[C@H](CC)C)C (N-(tert-butoxycarbonyl)-N-methyl-L-valyl-N-[(3R,4S,5S)-1-{(2S)-2-[(1R,2R)-2-carboxy-1-methoxypropyl]pyrrolidin-1-yl}-3-methoxy-5-methyl-1-oxoheptan-4-yl]-N-methyl-L-valinamide), C(C)(C)(C)OC(=O)N([C@@H](C(C)C)C(=O)N[C@@H](C(C)C)C(=O)N(C)[C@H]([C@@H](CC(=O)N1[C@@H](CCC1)[C@@H]([C@@H](C)C(=O)O)OC)OC)[C@H](CC)C)C (N-(tert-butoxycarbonyl)-N-methyl-L-valyl-N-[(3R,4S,5S)-1-{(2S)-2-[(1R,2R)-2-carboxy-1-methoxypropyl]pyrrolidin-1-yl}-3-methoxy-5-methyl-1-oxoheptan-4-yl]-N-methyl-L-valinamide). Product: C(C)(C)(C)OC(=O)N([C@@H](C(C)C)C(=O)N[C@@H](C(C)C)C(=O)N(C)[C@H]([C@@H](CC(=O)N1[C@@H](CCC1)[C@@H]([C@H](C(N[C@@H](CC1=CC=CC=C1)C=1OC(=NN1)C1=CC=CC=C1)=O)C)OC)OC)[C@H](CC)C)C (N-(tert-butoxycarbonyl)-N-methyl-L-valyl-N-[(3R,4S,5S)-3-methoxy-1-{(2S)-2-[(1R,2R)-1-methoxy-2-methyl-3-oxo-3-{[(1S)-2-phenyl-1-(5-phenyl-1,3,4-oxadiazol-2-yl)ethyl]amino}propyl]pyrrolidin-1-yl}-5-methyl-1-oxoheptan-4-yl]-N-methyl-L-valinamide). Reaction SMILES: [C:1]([O:5][C:6]([N:8]([CH3:48])[C@H:9]([C:13]([NH:15][C@H:16]([C:20]([N:22]([C@@H:24]([C@@H:44]([CH3:47])[CH2:45][CH3:46])[C@H:25]([O:42][CH3:43])[CH2:26][C:27]([N:29]1[CH2:33][CH2:32][CH2:31][C@H:30]1[C@H:34]([O:40][CH3:41])[C@H:35]([C:37](O)=[O:38])[CH3:36])=[O:28])[CH3:23])=[O:21])[CH:17]([CH3:19])[CH3:18])=[O:14])[CH:10]([CH3:12])[CH3:11])=[O:7])([CH3:4])([CH3:3])[CH3:2].FC(F)(F)C(O)=O.[C:56]1([CH2:62][C@@H:63]([C:65]2[O:66][C:67]([C:70]3[CH:75]=[CH:74][CH:73]=[CH:72][CH:71]=3)=[N:68][N:69]=2)[NH2:64])[CH:61]=[CH:60][CH:59]=[CH:58][CH:57]=1>>[C:1]([O:5][C:6]([N:8]([CH3:48])[C@H:9]([C:13]([NH:15][C@H:16]([C:20]([N:22]([C@@H:24]([C@@H:44]([CH3:47])[CH2:45][CH3:46])[C@H:25]([O:42][CH3:43])[CH2:26][C:27]([N:29]1[CH2:33][CH2:32][CH2:31][C@H:30]1[C@H:34]([O:40][CH3:41])[C@@H:35]([CH3:36])[C:37](=[O:38])[NH:64][C@H:63]([C:65]1[O:66][C:67]([C:70]2[CH:75]=[CH:74][CH:73]=[CH:72][CH:71]=2)=[N:68][N:69]=1)[CH2:62][C:56]1[CH:57]=[CH:58][CH:59]=[CH:60][CH:61]=1)=[O:28])[CH3:23])=[O:21])[CH:17]([CH3:19])[CH3:18])=[O:14])[CH:10]([CH3:11])[CH3:12])=[O:7])([CH3:2])([CH3:4])[CH3:3] |f:1.2|. Procedure details: First, N-(tert-butoxycarbonyl)-N-methyl-L-valyl-N-[(3R,4S,5S)-3-methoxy-1-{(2S)-2-[(1R,2R)-1-methoxy-2-methyl-3-oxo-3-{[(1S)-2-phenyl-1-(5-phenyl-1,3,4-oxadiazol-2-yl)ethyl]amino}propyl]pyrrolidin-1-yl}-5-methyl-1-oxoheptan-4-yl]-N-methyl-L-valinamide was synthesized by analogy with the synthesis of intermediate 17 by reacting 20 mg (29 μmol) N-(tert-butoxycarbonyl)-N-methyl-L-valyl-N-[(3R,4S,5S)-1-{(2S)-2-[(1R,2R)-2-carboxy-1-methoxypropyl]pyrrolidin-1-yl}-3-methoxy-5-methyl-1-oxoheptan-4-yl]-N... The reactants are C(C)(=O)SCC(C(=O)NC1=CC=NC=C1C(=O)OC)C (methyl 4-(2-acetylthiomethyl-propionamido)-nicotinate), C(C)(=O)SCC(C(=O)NC1=C(C(=O)OC)C=CC=N1)C (methyl 2-(2-acetylthiomethyl-propionamido)-nicotinate). Product: SCC(C(=O)NC1=CC=NC=C1C(=O)OC)C (methyl 4-(2-mercaptomethyl-propionamido)-nicotinate). As a reaction SMILES: C([S:4][CH2:5][CH:6]([CH3:20])[C:7]([NH:9][C:10]1[C:15]([C:16]([O:18][CH3:19])=[O:17])=[CH:14][N:13]=[CH:12][CH:11]=1)=[O:8])(=O)C.C(SCC(C)C(NC1N=CC=CC=1C(OC)=O)=O)(=O)C>>[SH:4][CH2:5][CH:6]([CH3:20])[C:7]([NH:9][C:10]1[C:15]([C:16]([O:18][CH3:19])=[O:17])=[CH:14][N:13]=[CH:12][CH:11]=1)=[O:8]. Reported procedure: Following the procedure of Example 2, but substituting an equivalent amount of methyl 4-(2-acetylthiomethyl-propionamido)-nicotinate, obtained as disclosed in Example 4, for methyl 2-(2-acetylthiomethyl-propionamido)-nicotinate, methyl 4-(2-mercaptomethyl-propionamido)-nicotinate is obtained, m.p. 54°-56° C., from petroleum ether.